Dataset: the Open Reaction Database (ORD), a public repository of structured organic reaction records. Task: describe an organic reaction: reactants, conditions, products, and yield The reactants are N (ammonia), C(C1=CC=CC=C1)N1C(C(=C(C=C1)OCC1=CC=CC=C1)[N+](=O)[O-])=O (1-benzyl-4-benzyloxy-3-nitro-pyridin-2-one). Solvent: ClCCl (dichloromethane). Run at time 3 day. The product is NC1=C(C(N(C=C1)CC1=CC=CC=C1)=O)[N+](=O)[O-] (4-amino-1-benzyl-3-nitro-pyridin-2-one). RXN SMILES: [NH3:1].[CH2:2]([N:9]1[CH:14]=[CH:13][C:12](OCC2C=CC=CC=2)=[C:11]([N+:23]([O-:25])=[O:24])[C:10]1=[O:26])[C:3]1[CH:8]=[CH:7][CH:6]=[CH:5][CH:4]=1>ClCCl>[NH2:1][C:12]1[CH:13]=[CH:14][N:9]([CH2:2][C:3]2[CH:8]=[CH:7][CH:6]=[CH:5][CH:4]=2)[C:10](=[O:26])[C:11]=1[N+:23]([O-:25])=[O:24]. Procedure: 20 ml of a saturated ethanolic ammonia solution were added to a solution of 5.5 g (16.3 mmol) of 1-benzyl-4-benzyloxy-3-nitro-pyridin-2-one in 50 ml dichloromethane and stirred for 3 days at ambient temperature in the sealed flask. The solution was evaporated to dryness, the residue was triturated with diethyl ether, suction filtered and dried. Starting materials: ClCC#N (chloroacetonitrile), 5,6-dihydrospiro[benzo[1,2-b:5,4-b′]difuran-3,3′-indol]-2″(1′H)-one, BrCC1OCCCC1 (2-(bromomethyl)tetrahydro-2H-pyran), N1C(C2(C3=CC=CC=C13)COC=1C2=CC2=C(OCO2)C1)=O (spiro[furo[2,3-f][1,3]benzodioxole-7,3′-indol]-2′(1′H)-one). Reported procedure: Following the procedure as described in EXAMPLE 4 and making non-critical variations using chloroacetonitrile to replace 2-(bromomethyl)tetrahydro-2H-pyran, and spiro[furo[2,3-f][1,3]benzodioxole-7,3′-indol]-2′(1′H)-one to replace 5,6-dihydrospiro[benzo[1,2-b:5,4-b′]difuran-3,3′-indol]-2″(1′H)-one, (2′-oxospiro[furo[2,3-f][1,3]benzodioxole-7,3′-indol]-1′(2′H)-yl)acetonitrile was obtained (61%) as a colorless solid: mp 170-172° C.; 1H NMR (300 MHz, DMSO-d6) δ7.38 (dt, J=7.7, 1.2 Hz, 1H), 7.26 (d,... RXN SMILES: Cl[CH2:2][C:3]#[N:4].BrCC1CCCCO1.[NH:13]1[C:21]2[C:16](=[CH:17][CH:18]=[CH:19][CH:20]=2)[C:15]2([C:25]3=[CH:26][C:27]4[O:31][CH2:30][O:29][C:28]=4[CH:32]=[C:24]3[O:23][CH2:22]2)[C:14]1=[O:33]>>[O:33]=[C:14]1[C:15]2([C:25]3=[CH:26][C:27]4[O:31][CH2:30][O:29][C:28]=4[CH:32]=[C:24]3[O:23][CH2:22]2)[C:16]2[C:21](=[CH:20][CH:19]=[CH:18][CH:17]=2)[N:13]1[CH2:2][C:3]#[N:4]. The product is O=C1N(C2=CC=CC=C2C12COC=1C2=CC2=C(OCO2)C1)CC#N ((2′-oxospiro[furo[2,3-f][1,3]benzodioxole-7,3′-indol]-1′(2′H)-yl)acetonitrile).